Dataset: the Open Reaction Database (ORD), a public repository of structured organic reaction records. Task: describe an organic reaction: reactants, conditions, products, and yield Starting materials: intermediate B, N1(CCSCC1)C1(CCC1)C#N (1-thiomorpholin-4-yl-cyclobutanecarbonitrile), N1(CCSCC1)C1(CCC1)C#N (1-thiomorpholin-4-yl-cyclobutanecarbonitrile), C1(=CC=CC=C1)[Li] (phenyllithium). Product: C1(=CC=CC=C1)C(C1(CCC1)N1CCSCC1)N (C-Phenyl-C-(1-thiomorpholin-4-yl-cyclobutyl)-methylamine). Reaction SMILES: [N:1]1([C:7]2([C:11]#[N:12])[CH2:10][CH2:9][CH2:8]2)[CH2:6][CH2:5][S:4][CH2:3][CH2:2]1.[C:13]1([Li])[CH:18]=[CH:17][CH:16]=[CH:15][CH:14]=1>>[C:13]1([CH:11]([NH2:12])[C:7]2([N:1]3[CH2:6][CH2:5][S:4][CH2:3][CH2:2]3)[CH2:10][CH2:9][CH2:8]2)[CH:18]=[CH:17][CH:16]=[CH:15][CH:14]=1. Procedure details: The title compound, yellow oil, MS: m/e=263.1 [(M+B)+], was prepared in accordance with the general method of intermediate B from 1-thiomorpholin-4-yl-cyclobutanecarbonitrile (intermediate X) and phenyllithium. Starting materials: CC(C)(C)O, C=CCBr, COC(=O)C1CN(Cc2ccccc2Cl)CCC1=O. Product: C=CCC1(C(=O)OC)CN(Cc2ccccc2Cl)CCC1=O. Reaction SMILES: [C:24]([OH:25])([CH3:26])([CH3:27])[CH3:28].[CH2:20]([CH:21]=[CH2:22])[Br:23].[CH3:1][O:2][C:3](=[O:4])[CH:5]1[CH2:6][N:7]([CH2:12][c:13]2[c:14]([Cl:19])[cH:15][cH:16][cH:17][cH:18]2)[CH2:8][CH2:9][C:10]1=[O:11]>>[CH3:1][O:2][C:3](=[O:4])[C:5]1([CH2:22][CH:21]=[CH2:20])[CH2:6][N:7]([CH2:12][c:13]2[c:14]([Cl:19])[cH:15][cH:16][cH:17][cH:18]2)[CH2:8][CH2:9][C:10]1=[O:11]. Starting materials: NC(Cc1ccccc1)C(=O)OCc1ccccc1, Cc1ccccc1S(=O)(=O)O, Cc1ccc(S(=O)(=O)N2CCCC2C(=O)O)cc1. Product: Cc1ccc(S(=O)(=O)N2CCCC2C(=O)NC(Cc2ccccc2)C(=O)OCc2ccccc2)cc1. RXN SMILES: [CH2:30]([c:31]1[cH:32][cH:33][cH:34][cH:35][cH:36]1)[O:37][C:38]([CH:39]([NH2:40])[CH2:41][c:42]1[cH:43][cH:44][cH:45][cH:46][cH:47]1)=[O:48].[c:19]1([CH3:20])[c:21]([S:22]([OH:23])(=[O:24])=[O:25])[cH:26][cH:27][cH:28][cH:29]1.[c:1]1([CH3:18])[cH:2][cH:3][c:4]([S:7](=[O:8])(=[O:9])[N:10]2[CH:11]([C:12](=[O:13])[OH:14])[CH2:15][CH2:16][CH2:17]2)[cH:5][cH:6]1>>[c:1]1([CH3:18])[cH:2][cH:3][c:4]([S:7](=[O:8])(=[O:9])[N:10]2[CH:11]([C:12](=[O:14])[NH:40][CH:39]([C:38]([O:37][CH2:30][c:31]3[cH:32][cH:33][cH:34][cH:35][cH:36]3)=[O:48])[CH2:41][c:42]3[cH:43][cH:44][cH:45][cH:46][cH:47]3)[CH2:15][CH2:16][CH2:17]2)[cH:5][cH:6]1. Starting materials: N1CCCC1 (Pyrrolidine), CN(C=O)C (N,N-dimethylformamide), FC1=C(C=C(C=C1)C(F)(F)F)[N+](=O)[O-] (1-fluoro-2-nitro-4-(trifluoromethyl)benzene). The solvent is O (Water). Reaction conditions: time 4.5 hour. Yields the product [N+](=O)([O-])C1=C(C=CC(=C1)C(F)(F)F)N1CCCC1 (1-[2-nitro-4-(trifluoromethyl)phenyl]pyrrolidine). Yield: 99.3%. Reaction SMILES: [NH:1]1[CH2:5][CH2:4][CH2:3][CH2:2]1.CN(C)C=O.F[C:12]1[CH:17]=[CH:16][C:15]([C:18]([F:21])([F:20])[F:19])=[CH:14][C:13]=1[N+:22]([O-:24])=[O:23]>O>[N+:22]([C:13]1[CH:14]=[C:15]([C:18]([F:19])([F:20])[F:21])[CH:16]=[CH:17][C:12]=1[N:1]1[CH2:5][CH2:4][CH2:3][CH2:2]1)([O-:24])=[O:23]. Reported procedure: Pyrrolidine ((983 μl, 12.0 mmol, commercially available product) was added at 0° C. to a N,N-dimethylformamide (DMF; 4 ml) solution of 1-fluoro-2-nitro-4-(trifluoromethyl)benzene (1.02 g, 4.89 mmol, commercially available product). The resulting mixture was warmed to room temperature and stirred for 4.5 hours. Water was added to the mixture, and the resulting mixture was extracted three times with ethyl acetate. The obtained organic layer was washed with a saturated sodium chloride solution, dri... Starting materials: COC1=C(C=C2C(=C1)C(=NC(=N2)N3CCN(CC3)C(=O)C4CCCO4)N)OC.O.O.Cl (terazosin monohydrochloride dihydrate). Solvent: C(C)O (ethanol). Product: COC=1C=C2C(=CC1OC)N=C(N=C2N)N3CCN(CC3)C(=O)C4CCCO4 (terazosin). Reaction SMILES: [CH3:1][O:2][C:3]1[CH:8]=[C:7]2[C:9]([NH2:26])=[N:10][C:11]([N:13]3[CH2:18][CH2:17][N:16]([C:19]([CH:21]4[O:25][CH2:24][CH2:23][CH2:22]4)=[O:20])[CH2:15][CH2:14]3)=[N:12][C:6]2=[CH:5][C:4]=1[O:27][CH3:28].O.O.Cl>C(O)C>[CH3:1][O:2][C:3]1[CH:8]=[C:7]2[C:9]([NH2:26])=[N:10][C:11]([N:13]3[CH2:18][CH2:17][N:16]([C:19]([CH:21]4[O:25][CH2:24][CH2:23][CH2:22]4)=[O:20])[CH2:15][CH2:14]3)=[N:12][C:6]2=[CH:5][C:4]=1[O:27][CH3:28] |f:0.1.2.3|. Reported procedure: To a 2-liter round-bottom flask containing 71.0 g (0.15 mol) of terazosin monohydrochloride dihydrate was added 1300 mL of absolute ethanol, a stirring bar and several glass boiling beads. The flask was fitted with a Dean-Stark trap and reflux condensor. The heterogenous mixture was heated under reflux for two days. After cooling, the undissolved white solid remaining in the flask was collected by vacuum filtration and washed with dry acetone to yield 60.9 g (0.143 mol, 93.5%) of the anhydrous c... Reactants: O1CCCC1 (tetrahydrofuran), 1,1-bis(trimethylsiloxy-2-methyl propene), C(C(=C)C)(=O)OCCCC (butyl methacrylate), II, II, monomers, III, initiator, C(C(=C)C)(=O)O[Si](C)(C)C (trimethylsilyl methacrylate). Solvent: CC=1C=CC(=CC1)C (p-xylene). Reaction conditions: time 0 minute. The product is C(C(=C)C)(=O)OCCCC (n-butyl methacrylate), C(C(=C)C)(=O)O (methacrylic acid). Reaction SMILES: O1CCCC1.[C:6]([O:11][Si](C)(C)C)(=[O:10])[C:7]([CH3:9])=[CH2:8].[C:16]([O:21][CH2:22][CH2:23][CH2:24][CH3:25])(=[O:20])[C:17]([CH3:19])=[CH2:18]>CC1C=CC(C)=CC=1>[C:16]([O:21][CH2:22][CH2:23][CH2:24][CH3:25])(=[O:20])[C:17]([CH3:19])=[CH2:18].[C:6]([OH:11])(=[O:10])[C:7]([CH3:9])=[CH2:8]. Reported procedure: A block copolymer of n-butyl methacrylate and methacrylic acid was prepared by adding 3750 grams of tetrahydrofuran and 7.4 grams of p-xylene to a 12-liter flask equipped with a mechanical stirrer, thermometer, nitrogen inlet, drying tube outlet and addition funnels. Feed I, which consisted of 3.0 ml of a 1.0 M solution of tetrabutyl ammonium m-chlorobenzoate catalyst in acetonitrile, was started at 0 minutes and added over 150 minutes and 291.1 gm (1.25 mole) of an initiator, 1,1-bis(trimethyls...